This data is from the Open Reaction Database (ORD), a public repository of structured organic reaction records. The task is: describe an organic reaction: reactants, conditions, products, and yield The reactants are N(=[N+]=[N-])CC=1C(=NC(=C(C1)C(=C)C)C)C (3-(azidomethyl)-2,6-dimethyl-5-(prop-1-en-2-yl)pyridine). The reagents and catalysts are [Pd] (Pd/C). Run in CO (MeOH). The product is CC1=NC(=C(C=C1CN)C(=C)C)C ((2,6-dimethyl-5-(prop-1-en-2-yl)pyridin-3-yl)methanamine). RXN SMILES: [N:1]([CH2:4][C:5]1[C:6]([CH3:15])=[N:7][C:8]([CH3:14])=[C:9]([C:11]([CH3:13])=[CH2:12])[CH:10]=1)=[N+]=[N-]>CO.[Pd]>[CH3:15][C:6]1[C:5]([CH2:4][NH2:1])=[CH:10][C:9]([C:11]([CH3:13])=[CH2:12])=[C:8]([CH3:14])[N:7]=1. Procedure details: A mixture of crude 3-(azidomethyl)-2,6-dimethyl-5-(prop-1-en-2-yl)pyridine and 10.2 mg of 10% Pd/C in 6 mL of MeOH was stirred at r.t. under H2 balloon. After 3 h the mixture was filtered through Celite and concentrated to provide (2,6-dimethyl-5-(prop-1-en-2-yl)pyridin-3-yl)methanamine. Starting materials: ClC=1C(=C(C=CC1)C1NCC(C1(C#N)C1=C(C=C(C=C1)Cl)F)CC(C)(C)C)F (rac-(2S,3S,4S)-2-(3-chloro-2-fluoro-phenyl)-3-(4-chloro-2-fluoro-phenyl)-4-(2,2-dimethyl-propyl)-pyrrolidine-3-carbonitrile), C(C)OC(CN=C=O)=O (isocyanato-acetic acid ethyl ester). Product: C(C)OC(CNC(=O)N1[C@@H]([C@@]([C@@H](C1)CC(C)(C)C)(C#N)C1=C(C=C(C=C1)Cl)F)C1=C(C(=CC=C1)Cl)F)=O (rac-{[(2S,3S,4S)-2-(3-chloro-2-fluoro-phenyl)-3-(4-chloro-2-fluoro-phenyl)-3-cyano-4-(2,2-dimethyl-propyl)-pyrrolidine-1-carbonyl]-amino}-acetic acid ethyl ester). Yield: 87.3%. As a reaction SMILES: [Cl:1][C:2]1[C:3]([F:28])=[C:4]([CH:8]2[C:12]([C:15]3[CH:20]=[CH:19][C:18]([Cl:21])=[CH:17][C:16]=3[F:22])([C:13]#[N:14])[CH:11]([CH2:23][C:24]([CH3:27])([CH3:26])[CH3:25])[CH2:10][NH:9]2)[CH:5]=[CH:6][CH:7]=1.[CH2:29]([O:31][C:32](=[O:37])[CH2:33][N:34]=[C:35]=[O:36])[CH3:30]>>[CH2:29]([O:31][C:32](=[O:37])[CH2:33][NH:34][C:35]([N:9]1[CH2:10][C@@H:11]([CH2:23][C:24]([CH3:25])([CH3:27])[CH3:26])[C@@:12]([C:15]2[CH:20]=[CH:19][C:18]([Cl:21])=[CH:17][C:16]=2[F:22])([C:13]#[N:14])[C@H:8]1[C:4]1[CH:5]=[CH:6][CH:7]=[C:2]([Cl:1])[C:3]=1[F:28])=[O:36])[CH3:30]. Reported procedure: In a manner similar to the method described in Example C3, rac-(2S,3S,4S)-2-(3-chloro-2-fluoro-phenyl)-3-(4-chloro-2-fluoro-phenyl)-4-(2,2-dimethyl-propyl)-pyrrolidine-3-carbonitrile (80 mg, 0.189 mmol) was reacted with isocyanato-acetic acid ethyl ester (122 mg, 0.945 mmol) to give rac-{[(2S,3S,4S)-2-(3-chloro-2-fluoro-phenyl)-3-(4-chloro-2-fluoro-phenyl)-3-cyano-4-(2,2-dimethyl-propyl)-pyrrolidine-1-carbonyl]-amino}-acetic acid ethyl ester (91.2 mg, 87%). HRMS (ES+) m/z Calcd for C27H29Cl2F2N3... Starting materials: FC=1C=C(C=C(C1)C(F)(F)F)[C@](CC1=CC=CC=C1)(C1=CC=C(C=C1)F)NC(=S)NC(C1=CC=CC=C1)=O ((S)-N-(1-(3-fluoro-5-(trifluoromethyl)phenyl)-1-(4-fluorophenyl)-2-phenylethylcarbamothioyl)benzamide), IC (iodomethane), O (H2O). Solvent: CN(C)C=O (DMF). Reaction conditions: time 18 hour. Yields the product C(C1=CC=CC=C1)(=O)\N=C(\N[C@@](CC1=CC=CC=C1)(C1=CC=C(C=C1)F)C1=CC(=CC(=C1)C(F)(F)F)F)/SC ((S,Z)-methyl N′-benzoyl-N-(1-(3-fluoro-5-(trifluoromethyl)phenyl)-1-(4-fluorophenyl)-2-phenylethyl)carbamimidothioate). The yield is 80.4%. As a reaction SMILES: [F:1][C:2]1[CH:3]=[C:4]([C@@:12]([NH:27][C:28]([NH:30][C:31](=[O:38])[C:32]2[CH:37]=[CH:36][CH:35]=[CH:34][CH:33]=2)=[S:29])([C:20]2[CH:25]=[CH:24][C:23]([F:26])=[CH:22][CH:21]=2)[CH2:13][C:14]2[CH:19]=[CH:18][CH:17]=[CH:16][CH:15]=2)[CH:5]=[C:6]([C:8]([F:11])([F:10])[F:9])[CH:7]=1.I[CH3:40].O>CN(C=O)C>[C:31](/[N:30]=[C:28](\[S:29][CH3:40])/[NH:27][C@:12]([C:4]1[CH:5]=[C:6]([C:8]([F:9])([F:11])[F:10])[CH:7]=[C:2]([F:1])[CH:3]=1)([C:20]1[CH:25]=[CH:24][C:23]([F:26])=[CH:22][CH:21]=1)[CH2:13][C:14]1[CH:15]=[CH:16][CH:17]=[CH:18][CH:19]=1)(=[O:38])[C:32]1[CH:33]=[CH:34][CH:35]=[CH:36][CH:37]=1. Procedure: To a solution of (S)-N-(1-(3-fluoro-5-(trifluoromethyl)phenyl)-1-(4-fluorophenyl)-2-phenylethylcarbamothioyl)benzamide (70 mg, 0.13 mmol), prepared by method described in Procedures 22, 23, 24 and 9, in DMF (0.5 mL), was added iodomethane (10 μL, 0.15 mmol). The reaction vessel was sealed and stirred at room temperature for 18 h, followed by the addition of H2O. The aqueous layer was extracted with EtOAc. The separated organic portion was dried over MgSO4, filtered and concentrated to give (S,Z)... Starting materials: CC(C)(C)OC(=O)Nc1cccc(Br)n1, CNS(=O)(=O)c1ccc(B(O)O)cc1, [K+], [K+], O=C([O-])[O-], CN(C)C=O, O, c1ccc(P(c2ccccc2)(c2ccccc2)[Pd](P(c2ccccc2)(c2ccccc2)c2ccccc2)(P(c2ccccc2)(c2ccccc2)c2ccccc2)P(c2ccccc2)(c2ccccc2)c2ccccc2)cc1. Product: CNS(=O)(=O)c1ccc(-c2cccc(NC(=O)OC(C)(C)C)n2)cc1. RXN SMILES: [C:15]([CH3:16])([CH3:17])([CH3:18])[O:19][C:20]([NH:21][c:22]1[n:23][c:24]([Br:28])[cH:25][cH:26][cH:27]1)=[O:29].[CH3:1][NH:2][S:3](=[O:4])(=[O:5])[c:6]1[cH:7][cH:8][c:9]([B:12]([OH:13])[OH:14])[cH:10][cH:11]1.[K+:30].[K+:31].[O-:32][C:33]([O-:34])=[O:35].[O:36]=[CH:37][N:38]([CH3:39])[CH3:40].[OH2:41].[cH:42]1[cH:43][cH:44][c:45]([P:46]([Pd:47]([P:48]([c:49]2[cH:50][cH:51][cH:52][cH:53][cH:54]2)([c:55]2[cH:56][cH:57][cH:58][cH:59][cH:60]2)[c:61]2[cH:62][cH:63][cH:64][cH:65][cH:66]2)([P:67]([c:68]2[cH:69][cH:70][cH:71][cH:72][cH:73]2)([c:74]2[cH:75][cH:76][cH:77][cH:78][cH:79]2)[c:80]2[cH:81][cH:82][cH:83][cH:84][cH:85]2)[P:86]([c:87]2[cH:88][cH:89][cH:90][cH:91][cH:92]2)([c:93]2[cH:94][cH:95][cH:96][cH:97][cH:98]2)[c:99]2[cH:100][cH:101][cH:102][cH:103][cH:104]2)([c:105]2[cH:106][cH:107][cH:108][cH:109][cH:110]2)[c:111]2[cH:112][cH:113][cH:114][cH:115][cH:116]2)[cH:117][cH:118]1>>[CH3:1][NH:2][S:3](=[O:4])(=[O:5])[c:6]1[cH:7][cH:8][c:9](-[c:24]2[n:23][c:22]([NH:21][C:20]([O:19][C:15]([CH3:16])([CH3:17])[CH3:18])=[O:29])[cH:27][cH:26][cH:25]2)[cH:10][cH:11]1. Reactants: C(C)(C)(C)C=1N=C(C=2C(N1)=NN(N2)CC)N2CC(CC2)(F)F (5-tert-Butyl-7-(3,3-difluoro-pyrrolidin-1-yl)-2-ethyl-2H-[1,2,3]triazolo[4,5-d]pyrimidine), C(C)(C)(C)C=1N=C(C2=C(N1)NN=N2)N2CC(CC2)(F)F (5-tert-butyl-7-(3,3-difluoropyrrolidin-1-yl)-3H-[1,2,3]triazolo[4,5-d]pyrimidine), BrCC1=C(C(=CC=C1)C(F)(F)F)Cl (1-(bromomethyl)-2-chloro-3-(trifluoromethyl)b enzene). The product is C(C)(C)(C)C=1N=C(C=2C(N1)=NN(N2)CC2=C(C(=CC=C2)C(F)(F)F)Cl)N2CC(CC2)(F)F (5-tert-Butyl-2-(2-chloro-3-trifluoromethyl-benzyl)-7-(3,3-difluoro-pyrrolidin-1-yl)-2H-[1,2,3]triazolo[4,5-d]pyrimidine). RXN SMILES: [C:1]([C:5]1[N:6]=[C:7]([N:16]2[CH2:20][CH2:19][C:18]([F:22])([F:21])[CH2:17]2)[C:8]2[C:9](=[N:11][N:12]([CH2:14][CH3:15])[N:13]=2)[N:10]=1)([CH3:4])([CH3:3])[CH3:2].C(C1N=C(N2CCC(F)(F)C2)C2N=NNC=2N=1)(C)(C)C.BrCC1[CH:50]=[CH:49][CH:48]=[C:47]([C:51]([F:54])([F:53])[F:52])[C:46]=1[Cl:55]>>[C:1]([C:5]1[N:6]=[C:7]([N:16]2[CH2:20][CH2:19][C:18]([F:21])([F:22])[CH2:17]2)[C:8]2[C:9](=[N:11][N:12]([CH2:14][C:15]3[CH:50]=[CH:49][CH:48]=[C:47]([C:51]([F:54])([F:53])[F:52])[C:46]=3[Cl:55])[N:13]=2)[N:10]=1)([CH3:2])([CH3:3])[CH3:4]. Procedure: In analogy to the procedure described for the synthesis of 5-tert-butyl-7-(3,3-difluoro-pyrrolidin-1-yl)-2-ethyl-2H-[1,2,3]triazolo[4,5-d]pyrimidine (example 3, step b), the title compound was prepared from 5-tert-butyl-7-(3,3-difluoropyrrolidin-1-yl)-3H-[1,2,3]triazolo[4,5-d]pyrimidine and 1-(bromomethyl)-2-chloro-3-(trifluoromethyl)b enzene and isolated as white solid. MS (m/e): 475.3 (MH+). Starting materials: ClCC(=O)N1CCC(CC1)CCOC1=C(C=C(C=C1)C1=CC2=C(C(=N1)C#N)N=CN2C)C(F)(F)F (6-(4-(2-(1-(2-chloroacetyl)piperidin-4-yl)ethoxy)-3-(trifluoromethyl)phenyl)-1-methyl-1H-imidazo[4,5-c]pyridine-4-carbonitrile), C(C)(C)N(CC)C(C)C (diisopropylethylamine), N1CCCC1 (pyrrolidine). The solvent is CO (MeOH). Conditions: time 36 hour. Yields the product CN1C=NC=2C(=NC(=CC21)C2=CC(=C(C=C2)OCCC2CCN(CC2)C(CN2CCCC2)=O)C(F)(F)F)C#N (1-methyl-6-(4-(2-(1-(2-(pyrrolidin-1-yl)acetyl)piperidin-4-yl)ethoxy)-3-(trifluoromethyl)phenyl)-1H-imidazo[4,5-c]pyridine-4-carbonitrile). RXN SMILES: Cl[CH2:2][C:3]([N:5]1[CH2:10][CH2:9][CH:8]([CH2:11][CH2:12][O:13][C:14]2[CH:19]=[CH:18][C:17]([C:20]3[N:25]=[C:24]([C:26]#[N:27])[C:23]4[N:28]=[CH:29][N:30]([CH3:31])[C:22]=4[CH:21]=3)=[CH:16][C:15]=2[C:32]([F:35])([F:34])[F:33])[CH2:7][CH2:6]1)=[O:4].[CH:36]([N:39]([CH:42]([CH3:44])C)CC)([CH3:38])C.N1CCCC1>CO>[CH3:31][N:30]1[C:22]2[CH:21]=[C:20]([C:17]3[CH:18]=[CH:19][C:14]([O:13][CH2:12][CH2:11][CH:8]4[CH2:7][CH2:6][N:5]([C:3](=[O:4])[CH2:2][N:39]5[CH2:36][CH2:38][CH2:44][CH2:42]5)[CH2:10][CH2:9]4)=[C:15]([C:32]([F:34])([F:33])[F:35])[CH:16]=3)[N:25]=[C:24]([C:26]#[N:27])[C:23]=2[N:28]=[CH:29]1. Procedure details: A mixture of 6-(4-(2-(1-(2-chloroacetyl)piperidin-4-yl)ethoxy)-3-(trifluoromethyl)phenyl)-1-methyl-1H-imidazo[4,5-c]pyridine-4-carbonitrile (25 mg), diisopropylethylamine (82 μL), and pyrrolidine (21 μL) in MeOH (1 ml) was stirred for 36 hours at room temperature. The mixture was purified by prep HPLC (acidic) to give the expected product (14 mg). 1H NMR (CD3OD) δ: 8.42 (s, 1H), 8.24-8.35 (m, 3H), 7.27 (d, 1H), 4.50 (d, 1H), 4.23 (t, 2H), 3.91-4.07 (m, 4H), 3.22-3.61 (m, 6H), 3.05 (t, 1H), 2.64 ...